Dataset: the Open Reaction Database (ORD), a public repository of structured organic reaction records. Task: describe an organic reaction: reactants, conditions, products, and yield The reactants are ClC1=CC=C(C=C1)C1=NC=2C(=NC=CC2)N1CC(=O)O (2-(4-chlorophenyl)-3H-imidazo[4,5-b]pyridine-3-acetic acid), C(=O)(N1C=NC=C1)N1C=NC=C1 (1,1'-carbonyldiimidazole), COCCN (2-Methoxyethylamine). Run in O1CCCC1 (tetrahydrofuran). Reaction conditions: time 4 hour. Yields the product ClC1=CC=C(C=C1)C1=NC=2C(=NC=CC2)N1CC(=O)NCCOC (2-(4-Chlorophenyl)-N-(2-methoxyethyl)-3H-imidazo[4,5-b]pyridine-3-acetamide). Reaction SMILES: [Cl:1][C:2]1[CH:7]=[CH:6][C:5]([C:8]2[N:16]([CH2:17][C:18]([OH:20])=O)[C:11]3=[N:12][CH:13]=[CH:14][CH:15]=[C:10]3[N:9]=2)=[CH:4][CH:3]=1.C(N1C=CN=C1)(N1C=CN=C1)=O.[CH3:33][O:34][CH2:35][CH2:36][NH2:37]>O1CCCC1>[Cl:1][C:2]1[CH:3]=[CH:4][C:5]([C:8]2[N:16]([CH2:17][C:18]([NH:37][CH2:36][CH2:35][O:34][CH3:33])=[O:20])[C:11]3=[N:12][CH:13]=[CH:14][CH:15]=[C:10]3[N:9]=2)=[CH:6][CH:7]=1. Procedure: Under nitrogen bubbling, a mixture of 2-(4-chlorophenyl)-3H-imidazo[4,5-b]pyridine-3-acetic acid (4.37 g, 0.015 mole) and 1,1'-carbonyldiimidazole (2.59 g, 0.016 mole) in 150 ml of tetrahydrofuran was stirred at room temperature for 4 hrs. 2-Methoxyethylamine (1.71 g, 0.023 mole) was added and the reaction mixture was allowed to stir at room temperature overnight.